This data is from the Open Reaction Database (ORD), a public repository of structured organic reaction records. The task is: describe an organic reaction: reactants, conditions, products, and yield The reactants are [OH-].[Na+] (sodium hydroxide), COC=1C=C2C(NC=NC2=CC1OC)=O (6,7-dimethoxyquinazolin-4(3H)-one), N[C@@H](CCSC)C(=O)O (methionine), ice water. Run in CS(=O)(=O)O (methanesulfonic acid). Conditions: temperature 130 celsius, time 3 hour. Product: OC=1C=C2C(NC=NC2=CC1OC)=O (6-hydroxy-7-methoxyquinazolin-4(3H)-one). Isolated yield 123.3%. As a reaction SMILES: C[O:2][C:3]1[CH:4]=[C:5]2[C:10](=[CH:11][C:12]=1[O:13][CH3:14])[N:9]=[CH:8][NH:7][C:6]2=[O:15].N[C@H](C(O)=O)CCSC.[OH-].[Na+]>CS(O)(=O)=O>[OH:2][C:3]1[CH:4]=[C:5]2[C:10](=[CH:11][C:12]=1[O:13][CH3:14])[N:9]=[CH:8][NH:7][C:6]2=[O:15] |f:2.3|. Procedure: A suspension of 6,7-dimethoxyquinazolin-4(3H)-one (6.18 g), methionine (4.70 g) and methanesulfonic acid (40 mL) was stirred at 130° C. for 3 h, then poured into ice-water. The reaction mixture was adjusted to pH 7 with 40% sodium hydroxide. The mixture was filtered to give the title compound (7.10 g). The reactants are C(#N)C=1C(=C(SC1N1CCOCC1)C(=O)OC)C1=CC=C(C=C1)C (methyl 4-cyano-3-(4-methylphenyl)-5-morpholin-4-ylthiophene-2-carboxylate), [OH-].[Na+] (sodium hydroxide). The solvent is C1CCOC1.CO.O (THF MeOH water). Conditions: temperature 50 celsius, time 3 hour. Product: C(#N)C=1C(=C(SC1N1CCOCC1)C(=O)O)C1=CC=C(C=C1)C (4-cyano-3-(4-methylphenyl)-5-morpholin-4-ylthiophene-2-carboxylic acid). Isolated yield 93.0%. As a reaction SMILES: [C:1]([C:3]1[C:4]([C:18]2[CH:23]=[CH:22][C:21]([CH3:24])=[CH:20][CH:19]=2)=[C:5]([C:14]([O:16]C)=[O:15])[S:6][C:7]=1[N:8]1[CH2:13][CH2:12][O:11][CH2:10][CH2:9]1)#[N:2].[OH-].[Na+]>C1COCC1.CO.O>[C:1]([C:3]1[C:4]([C:18]2[CH:23]=[CH:22][C:21]([CH3:24])=[CH:20][CH:19]=2)=[C:5]([C:14]([OH:16])=[O:15])[S:6][C:7]=1[N:8]1[CH2:13][CH2:12][O:11][CH2:10][CH2:9]1)#[N:2] |f:1.2,3.4.5|. Procedure: To a solution of 4 methyl 4-cyano-3-(4-methylphenyl)-5-morpholin-4-ylthiophene-2-carboxylate (0.060 g, 0.18 mmol) in THF/MeOH/water (2/1/1) (3 mL) was added sodium hydroxide (0.072 g, 1.8 mmol). The reaction mixture was allowed to stir at 50° C. for 3 h and was concentrated. The residue was acidified with 2N HCl and extracted with EtOAc. The organic solutions were combined, washed with brine, dried over MgSO4, filtered and concentrated. The crude product was triturated with diethyl ether and hex... Reactants: [BH4-].[Na+] (sodium borohydride), O=C(/C=C/[C@@H]1[C@H]2CC(O[C@H]2C[C@H]1OC(C1=CC=C(C=C1)C1=CC=CC=C1)=O)=O)CCCCCCC ((1S,5R,6R,7R)-6-(3-oxo-(E)-1- decenyl)-7-(4-phenylbenzoyloxy)-2-oxabicyclo[3.3.0]octane-3-one), CO (methanol), [Cl-].[Ce+3].[Cl-].[Cl-] (cerium (III) chloride). Run in C1CCOC1 (THF). Reaction conditions: time 5 minute. Yields the product O[C@H](/C=C/[C@@H]1[C@H]2CC(O[C@H]2C[C@H]1OC(C1=CC=C(C=C1)C1=CC=CC=C1)=O)=O)CCCCCCC ((1S,5R,6R,7R)-6-[3(S)-hydroxy-(E)-1-decenyl]-7-(4-phenylbenzoyloxy)-2-oxabicyclo[3.3.0]octane-3-one). RXN SMILES: [O:1]=[C:2]([CH2:29][CH2:30][CH2:31][CH2:32][CH2:33][CH2:34][CH3:35])/[CH:3]=[CH:4]/[C@H:5]1[C@H:12]([O:13][C:14](=[O:27])[C:15]2[CH:20]=[CH:19][C:18]([C:21]3[CH:26]=[CH:25][CH:24]=[CH:23][CH:22]=3)=[CH:17][CH:16]=2)[CH2:11][C@H:10]2[C@@H:6]1[CH2:7][C:8](=[O:28])[O:9]2.CO.[Cl-].[Ce+3].[Cl-].[Cl-].[BH4-].[Na+]>C1COCC1>[OH:1][C@@H:2]([CH2:29][CH2:30][CH2:31][CH2:32][CH2:33][CH2:34][CH3:35])/[CH:3]=[CH:4]/[C@H:5]1[C@H:12]([O:13][C:14](=[O:27])[C:15]2[CH:16]=[CH:17][C:18]([C:21]3[CH:22]=[CH:23][CH:24]=[CH:25][CH:26]=3)=[CH:19][CH:20]=2)[CH2:11][C@H:10]2[C@@H:6]1[CH2:7][C:8](=[O:28])[O:9]2 |f:2.3.4.5,6.7|. Reported procedure: The unsaturated ketone (3) (3.03 g) was dissolved into a mixed solvent of methanol (60 ml) and THF (7 ml). Into the obtained solution cerium (III) chloride.7H2O (2.38 g) was added at -20° C., and stirred at the same temperature for 10 minutes, into which sodium borohydride (0.25 g) was added and stirred for 5 minutes. A crude compound obtained by a usual work-up was purified using a column chromatography to give the title compound (4a) as a compound having a lower polarity and the 3R-hydroxy com... Reactants: O (water), FC(C(C(=O)O)(C)O)(F)F (3,3,3-trifluoro-2-hydroxy-2-methylpropanoic acid), NC1=CC=C(C(=O)C2=C(C=CC=C2)F)C=C1 (4-Amino-2'-fluoro benzophenone), S(=O)(Cl)Cl (thionyl chloride). Solvent: CN(C(C)=O)C (N,N-dimethylacetamide). Conditions: time 1 hour. The product is FC1=C(C=CC=C1)C(=O)C1=CC=C(C=C1)NC(C(C(F)(F)F)(C)O)=O (N-[4-(2-Fluorophenylcarbonyl)phenyl]-3,3,3-trifluoro-2-hydroxy-2-methylpropanamide). Isolated yield 75.3%. As a reaction SMILES: [F:1][C:2]([F:10])([F:9])[C:3]([OH:8])([CH3:7])[C:4](O)=[O:5].S(Cl)(Cl)=O.[NH2:15][C:16]1[CH:30]=[CH:29][C:19]([C:20]([C:22]2[CH:27]=[CH:26][CH:25]=[CH:24][C:23]=2[F:28])=[O:21])=[CH:18][CH:17]=1.O>CN(C)C(=O)C>[F:28][C:23]1[CH:24]=[CH:25][CH:26]=[CH:27][C:22]=1[C:20]([C:19]1[CH:18]=[CH:17][C:16]([NH:15][C:4](=[O:5])[C:3]([OH:8])([CH3:7])[C:2]([F:10])([F:9])[F:1])=[CH:30][CH:29]=1)=[O:21]. Reported procedure: To a stirred, cooled (-20° C.) solution of 3,3,3-trifluoro-2-hydroxy-2-methylpropanoic acid (1.10 g, 7.0 mmol) in N,N-dimethylacetamide (10 mL) was added thionyl chloride (0.83 g, 7.0 mmol) and the mixture stirred at -10° to -15° C. for 1 hour. 4-Amino-2'-fluoro benzophenone (1.00 g, 4.6 mmol) was added in one portion and the reaction mixture stirred at room temperature overnight. The mixture was poured into water and the aqueous solution filtered to yield a brown solid. Purification by flash co... Reactants: [N-]=[N+]=[N-] (azide), amine, [BH4-] (borohydride), C([O-])(O)=O.[Na+] (sodium bicarbonate), C(C)(=O)O[BH-](OC(C)=O)OC(C)=O.[Na+] (Sodium triacetoxyborohydride), C1(=CC=CC=C1)P(=O)(C1=CC=CC=C1)N=[N+]=[N-] (diphenylphosphoryl azide), N12CCCCCC2=NCCC1 (1,8 diazabicyclo[5.4.0]undec-7-ene), [BH4-] (borohydride), FC1=CC=C2N=CC(N(C2=C1)CCN1CC(C(CC1)=O)CNC(OC(C)(C)C)=O)=O (racemic 1,1-dimethylethyl ({1-[2-(7-fluoro-2-oxo-1(2H)-quinoxalinyl)ethyl]-4-oxo-3-piperidinyl}methyl)carbamate), O1CCOC=2C=NC(=CC21)CN ((2,3-dihydro[1,4]dioxino[2,3-c]pyridin-7-ylmethyl)amine), 3A, O1CCOC=2C=NC(=CC21)CO (2,3-dihydro[1,4]dioxino[2,3-c]pyridin-7-ylmethanol). Reagents/catalysts: [Pd] (palladium/carbon). The solvent is ClCCl (dichloromethane), C1(=CC=CC=C1)C (toluene), CO (methanol), C(C)O.C(C)(=O)O (ethanol acetic acid). Yields the product O1CCOC=2C=NC(=CC21)CNC2C(CN(CC2)CCN2C(C=NC1=CC=C(C=C21)F)=O)CNC(OC(C)(C)C)=O (Racemic 1,1-dimethylethyl ({4-[(2,3-dihydro[1,4]dioxino[2,3-c]pyridin-7-ylmethyl)amino]-1-[2-(7-fluoro-2-oxo-1(2H)-quinoxalinyl)ethyl]-3-piperidinyl}methyl)carbamate). As a reaction SMILES: [F:1][C:2]1[CH:11]=[C:10]2[C:5]([N:6]=[CH:7][C:8](=[O:30])[N:9]2[CH2:12][CH2:13][N:14]2[CH2:19][CH2:18][C:17](=O)[CH:16]([CH2:21][NH:22][C:23](=[O:29])[O:24][C:25]([CH3:28])([CH3:27])[CH3:26])[CH2:15]2)=[CH:4][CH:3]=1.[O:31]1[C:40]2[CH:39]=[C:38]([CH2:41][NH2:42])[N:37]=[CH:36][C:35]=2[O:34][CH2:33][CH2:32]1.O1C2C=C(CO)N=CC=2OCC1.C1(P(N=[N+]=[N-])(C2C=CC=CC=2)=O)C=CC=CC=1.N12CCCN=C1CCCCC2.[N-]=[N+]=[N-].C(O[BH-](OC(=O)C)OC(=O)C)(=O)C.[Na+].[BH4-].C(=O)(O)[O-].[Na+]>C1(C)C=CC=CC=1.ClCCl.[Pd].CO.C(O)C.C(O)(=O)C>[O:31]1[C:40]2[CH:39]=[C:38]([CH2:41][NH:42][CH:17]3[CH2:18][CH2:19][N:14]([CH2:13][CH2:12][N:9]4[C:10]5[C:5](=[CH:4][CH:3]=[C:2]([F:1])[CH:11]=5)[N:6]=[CH:7][C:8]4=[O:30])[CH2:15][CH:16]3[CH2:21][NH:22][C:23](=[O:29])[O:24][C:25]([CH3:26])([CH3:27])[CH3:28])[N:37]=[CH:36][C:35]=2[O:34][CH2:33][CH2:32]1 |f:6.7,9.10,15.16|. Procedure details: A mixture of racemic 1,1-dimethylethyl ({1-[2-(7-fluoro-2-oxo-1(2H)-quinoxalinyl)ethyl]-4-oxo-3-piperidinyl}methyl)carbamate (1.35 g, 3.23 mmol) and (2,3-dihydro[1,4]dioxino[2,3-c]pyridin-7-ylmethyl)amine (0.54 g, 3.23 mmol, prepared from 2,3-dihydro[1,4]dioxino[2,3-c]pyridin-7-ylmethanol (for a synthesis see WO2004002490, Example 6(b)) by reaction with diphenylphosphoryl azide and 1,8 diazabicyclo[5.4.0]undec-7-ene in toluene, 0° C.-room temperature, followed by hydrogenation of the resulting a... Reactants: CO, [Na+], [OH-], COC(=O)CCCCNC(=O)NCCCCC1CCSS1. Yields the product O=C(O)CCCCNC(=O)NCCCCC1CCSS1. Reaction SMILES: [CH3:24][OH:25].[Na+:23].[OH-:22].[S:1]1[S:2][CH:3]([CH2:6][CH2:7][CH2:8][CH2:9][NH:10][C:11]([NH:12][CH2:13][CH2:14][CH2:15][CH2:16][C:17](=[O:18])[O:19][CH3:20])=[O:21])[CH2:4][CH2:5]1>>[S:1]1[S:2][CH:3]([CH2:6][CH2:7][CH2:8][CH2:9][NH:10][C:11]([NH:12][CH2:13][CH2:14][CH2:15][CH2:16][C:17](=[O:18])[OH:19])=[O:21])[CH2:4][CH2:5]1.